Dataset: the Open Reaction Database (ORD), a public repository of structured organic reaction records. Task: describe an organic reaction: reactants, conditions, products, and yield Reactants: 18h, CCN(C(C)C)C(C)C (DIEA), 2h, Dipeptide Boc-Arg(Tos)-Tyr(Bzl)-OCH3, N([C@@H](CCCNC(NS(=O)(=O)C1=CC=C(C)C=C1)=N)C(=O)O)C(=O)OC(C)(C)C (Boc-Arg(Tos)-OH), C=1C=CC(=CC1)P(=O)(C=2C=CC=CC2)N=[N+]=[N-] (DPPA), Cl (HCl), N[C@@H](CC1=CC=C(C=C1)OCC1=CC=CC=C1)C(=O)OC (H-Tyr(Bzl)-OCH3). Reported procedure: Dipeptide Boc-Arg(Tos)-Tyr(Bzl)-OCH3 : A solution of Boc-Arg(Tos)-OH (2.14 g, 5 mmol) and DPPA (1.37 g, 5 mmol) in DMF (100 mL) was cooled to -5° C. DIEA (2.6 mL, 15 mmol) and HCl.H-Tyr(Bzl)-OCH3 (1.44 g, 4.5 mmol) were added, each in one portion, to the cooled solution. The solution was stirred at -10° C. for 2h, allowed to stand at 4° C. for 18h, and then evaporated to dryness. The residue was dissolved in EtOAc (75 mL). The solution was washed sequentially with H2O, 1N HCl, 5% aqueous NaHCO3 ... Yields the product N([C@@H](CCCNC(NS(=O)(=O)C1=CC=C(C)C=C1)=N)C(=O)N[C@@H](CC1=CC=C(C=C1)OCC1=CC=CC=C1)C(=O)OC)C(=O)OC(C)(C)C (Boc-Arg(Tos)-Tyr(Bzl)-OCH3). Run in CN(C)C=O (DMF). RXN SMILES: [NH:1]([C:23]([O:25][C:26]([CH3:29])([CH3:28])[CH3:27])=[O:24])[C@H:2]([C:20]([OH:22])=O)[CH2:3][CH2:4][CH2:5][NH:6][C:7](=[NH:19])[NH:8][S:9]([C:12]1[CH:18]=[CH:17][C:15]([CH3:16])=[CH:14][CH:13]=1)(=[O:11])=[O:10].C1C=CC(P(N=[N+]=[N-])(C2C=CC=CC=2)=O)=CC=1.CCN(C(C)C)C(C)C.Cl.[NH2:57][C@H:58]([C:74]([O:76][CH3:77])=[O:75])[CH2:59][C:60]1[CH:65]=[CH:64][C:63]([O:66][CH2:67][C:68]2[CH:73]=[CH:72][CH:71]=[CH:70][CH:69]=2)=[CH:62][CH:61]=1>CN(C=O)C>[NH:1]([C:23]([O:25][C:26]([CH3:29])([CH3:27])[CH3:28])=[O:24])[C@H:2]([C:20]([NH:57][C@H:58]([C:74]([O:76][CH3:77])=[O:75])[CH2:59][C:60]1[CH:61]=[CH:62][C:63]([O:66][CH2:67][C:68]2[CH:69]=[CH:70][CH:71]=[CH:72][CH:73]=2)=[CH:64][CH:65]=1)=[O:22])[CH2:3][CH2:4][CH2:5][NH:6][C:7](=[NH:19])[NH:8][S:9]([C:12]1[CH:18]=[CH:17][C:15]([CH3:16])=[CH:14][CH:13]=1)(=[O:10])=[O:11]. Isolated yield 169.3%. Reaction conditions: temperature 0 celsius.